Dataset: the Open Reaction Database (ORD), a public repository of structured organic reaction records. Task: describe an organic reaction: reactants, conditions, products, and yield Product: CC1=NC(=CC=2N1C=C(N2)C(=O)O)C (5,7-Dimethylimidazo[1,2-c]pyrimidine-2-carboxylic acid). Reported procedure: Ethyl 5,7-dimethylimidazo[1,2-c]pyrimidine-2-carboxylate (1.268 mmol, 0.278 g) was dissolved in ethanol (10 ml) and cooled to 0° C. 2 M NaOH solution was added to the reaction mixture. The resulting mixture was stirred at 0° C. for 30 min and for an hour at RT. The solvent was evaporated and water added to the residue. The water phase was made acidic with 1 M HCl and extracted three times with EtOAc. The combined organics were dried, filtered and evaporated. 0.292 g of the title compound was obt... The reactants are CC1=NC(=CC=2N1C=C(N2)C(=O)OCC)C (Ethyl 5,7-dimethylimidazo[1,2-c]pyrimidine-2-carboxylate), [OH-].[Na+] (NaOH). Solvent: C(C)O (ethanol). Reaction conditions: temperature 0 celsius, time 30 minute. Isolated yield 120.4%. Reaction SMILES: [CH3:1][C:2]1[N:7]2[CH:8]=[C:9]([C:11]([O:13]CC)=[O:12])[N:10]=[C:6]2[CH:5]=[C:4]([CH3:16])[N:3]=1.[OH-].[Na+]>C(O)C>[CH3:1][C:2]1[N:7]2[CH:8]=[C:9]([C:11]([OH:13])=[O:12])[N:10]=[C:6]2[CH:5]=[C:4]([CH3:16])[N:3]=1 |f:1.2|. The reactants are O=C1CCC(=O)N1Cl, ClCC(Cl)Cl, CC1(C)C(C(=O)OCc2ccc([N+](=O)[O-])cc2)N2C(=O)C(NC(=O)COc3ccccc3)C2S1=O. Product: C=C(C)C(C(=O)OCc1ccc([N+](=O)[O-])cc1)N1C(=O)C(NC(=O)COc2ccccc2)C1S(=O)Cl. As a reaction SMILES: [Cl:36][N:37]1[C:38](=[O:39])[CH2:40][CH2:41][C:42]1=[O:43].[Cl:44][CH2:45][CH:46]([Cl:47])[Cl:48].[O:1]([c:2]1[cH:3][cH:4][cH:5][cH:6][cH:7]1)[CH2:8][C:9](=[O:10])[NH:11][CH:12]1[CH:13]2[N:14]([CH:15]([C:21](=[O:22])[O:23][CH2:24][c:25]3[cH:26][cH:27][c:28]([N+:31](=[O:32])[O-:33])[cH:29][cH:30]3)[C:16]([CH3:19])([CH3:20])[S:17]2=[O:18])[C:34]1=[O:35]>>[O:1]([c:2]1[cH:3][cH:4][cH:5][cH:6][cH:7]1)[CH2:8][C:9](=[O:10])[NH:11][CH:12]1[CH:13]([S:17](=[O:18])[Cl:36])[N:14]([CH:15]([C:16]([CH3:19])=[CH2:20])[C:21](=[O:22])[O:23][CH2:24][c:25]2[cH:26][cH:27][c:28]([N+:31](=[O:32])[O-:33])[cH:29][cH:30]2)[C:34]1=[O:35]. Reactants: C(=C)(C)OC (isopropenyl methylether), [H-].COCCO[Al+]OCCOC.[Na+].[H-] (sodium bis-(2-methoxyethoxy) aluminum hydride), C(C1=CC=CC=C1)OC1=CC=C(OC[C@H](CN(S(=O)(=O)C)C(C)C)O)C=C1 ((S)-1-(4-benzyloxyphenoxy)-3-[N-mesyl-(1-methylethyl)amino]-2-propanol), COC(=C)C (isopropenyl methyl ether), P(=O)(Cl)(Cl)Cl (phosphorus oxychloride). The solvent is C(C)N(CC)CC (triethylamine), C1(=CC=CC=C1)C (toluene), C1(=CC=CC=C1)C (toluene). Run at time 2 hour. Yields the product C(C1=CC=CC=C1)OC1=CC=C(OC[C@H](CNC(C)C)O)C=C1 ((S)-1-(4-benzyloxyphenoxy)-3-(1-methylethyl)amino-2-propanol). The yield is 86.7%. RXN SMILES: [CH2:1]([O:8][C:9]1[CH:27]=[CH:26][C:12]([O:13][CH2:14][C@@H:15]([OH:25])[CH2:16][N:17]([CH:22]([CH3:24])[CH3:23])S(C)(=O)=O)=[CH:11][CH:10]=1)[C:2]1[CH:7]=[CH:6][CH:5]=[CH:4][CH:3]=1.COC(C)=C.P(Cl)(Cl)(Cl)=O.[H-].COCCO[Al+]OCCOC.[Na+].[H-]>C1(C)C=CC=CC=1.C(N(CC)CC)C>[CH2:1]([O:8][C:9]1[CH:10]=[CH:11][C:12]([O:13][CH2:14][C@@H:15]([OH:25])[CH2:16][NH:17][CH:22]([CH3:23])[CH3:24])=[CH:26][CH:27]=1)[C:2]1[CH:3]=[CH:4][CH:5]=[CH:6][CH:7]=1 |f:3.4.5.6|. Reported procedure: To a stirred slurry of (S)-1-(4-benzyloxyphenoxy)-3-[N-mesyl-(1-methylethyl)amino]-2-propanol (78.7 g) in 300 ml toluene was added isopropenyl methyl ether (29 ml) followed by 0.1 ml phosphorus oxychloride. The reaction mixture was stirred for 2 hours at room temperature to ensure formation of the isopropenyl methylether derivative, whereupon 1 ml of triethylamine was added to neutralize the acid catalyst. The solution was then added dropwise over 30 minutes to a stirred solution of sodium bis-(... The reactants are N(=NC(=O)OCC)C(=O)OCC (diethyl azodicarboxylate), ClC1=C2C(=NC=N1)NN=C2 (4-chloropyrazolo[3,4-d]pyrimidine), OC1CCN(CC1)C(=O)OC(C)(C)C (t-butyl 4-hydroxy-1-piperidinecarboxylate), C1=CC=C(C=C1)P(C2=CC=CC=C2)C3=CC=CC=C3 (PPh3). Run in O1CCCC1 (tetrahydrofuran), O1CCCC1 (tetrahydrofuran). Reaction conditions: temperature 0 celsius, time 8 hour. The product is ClC1=C2C(=NC=N1)N(N=C2)C2CCN(CC2)C(=O)OC(C)(C)C (tert-butyl 4-(4-chloro-1H-pyrazolo[3,4-d]pyrimidin-1-yl)piperidine-1-carboxylate). As a reaction SMILES: [Cl:1][C:2]1[N:7]=[CH:6][N:5]=[C:4]2[NH:8][N:9]=[CH:10][C:3]=12.O[CH:12]1[CH2:17][CH2:16][N:15]([C:18]([O:20][C:21]([CH3:24])([CH3:23])[CH3:22])=[O:19])[CH2:14][CH2:13]1.C1C=CC(P(C2C=CC=CC=2)C2C=CC=CC=2)=CC=1.N(C(OCC)=O)=NC(OCC)=O>O1CCCC1>[Cl:1][C:2]1[N:7]=[CH:6][N:5]=[C:4]2[N:8]([CH:12]3[CH2:17][CH2:16][N:15]([C:18]([O:20][C:21]([CH3:24])([CH3:23])[CH3:22])=[O:19])[CH2:14][CH2:13]3)[N:9]=[CH:10][C:3]=12. Reported procedure: To a flame dried round bottom flask under N2 was added 4-chloropyrazolo[3,4-d]pyrimidine (J. Am. Chem. Soc. 1956, 78, 784) (1.80 g, 11.65 mmol), t-butyl 4-hydroxy-1-piperidinecarboxylate (2.46 g, 12.23 mol), and PS—PPh3 (9.21 g, 1.77 mmol/g) in anhydrous tetrahydrofuran (200 mL). The mixture was cooled to 0° C. and diethyl azodicarboxylate (DEAD) (2.20 mL, 13.98 mmol) in tetrahydrofuran (20 mL) was added dropwise. The mixture was allowed to warm to room temperature and stirred overnight. The rea...